From a dataset of the Open Reaction Database (ORD), a public repository of structured organic reaction records. describe an organic reaction: reactants, conditions, products, and yield Starting materials: CO (methanol), CO (methanol), [O-2].[Ba+2] (barium oxide), 66, C(=O)=O (CO2), stainless steel. The reagents and catalysts are [Cu].[Cr](=O)([O-])[O-] (copper chromite). The solvent is O (H2O). Yields the product C(=O)=O (CO2), 1, C(=O)OC (methyl formate), COC (dimethyl ether). The yield is 0.0%. As a reaction SMILES: [C:1](=[O:3])=[O:2].[O-2].[Ba+2].[CH3:6]O>[Cu].[Cr]([O-])([O-])=O.O>[C:1](=[O:3])=[O:2].[CH:1]([O:3][CH3:6])=[O:2].[CH3:6][O:3][CH3:1] |f:1.2,4.5|. Procedure: Synthesis gas having an inlet composition of 66 6% H2, 33.3% CO and 0.1% CO2 was fed to a 300 cc. stainless steel autoclave charged with 3 gms. copper-chromite (containing 31.1% copper and 29% chromium), 2.185 gms. barium oxide and 150 cc. methanol, reduced in situ using a stream of pure H2 flowing at 25 cc/min. for 16 hrs. at 170° C. Both catalysts were added separately in the powder form. The reactor was pressurized to 910 psig. and the temperature was adjusted to 150° C. Synthesis gas at a fl... Reported procedure: A flask was charged with 7-chloroimidazo[1,2-c]pyrimidin-5(6H)-one (Preparation H, 1.02 g, 6.00 mmol), 4-(4,4,5,5-tetramethyl-1,3,2-dioxaborolan-2-yl)-1-((2-(trimethylsilyl)ethoxy)methyl)-1H-pyrazole (Preparation E, 3.24 g, 9.00 mmol), K3PO4 (2.55 g, 12.0 mmol) and XPHOS (0.572 g, 1.20 mmol). Degassed iPrOH (24 mL) and degassed H2O (2 mL) were added and the suspension was sonicated for 1-2 minutes. The mixture was purged with N2 for 10 minutes with vigorous mixing and Pd2dba3 (0.549 g, 0.600 mmo... The reagents and catalysts are C=1C=CC(=CC1)/C=C/C(=O)/C=C/C2=CC=CC=C2.C=1C=CC(=CC1)/C=C/C(=O)/C=C/C2=CC=CC=C2.C=1C=CC(=CC1)/C=C/C(=O)/C=C/C2=CC=CC=C2.[Pd].[Pd] (Pd2dba3). The product is C[Si](CCOCN1N=CC(=C1)C1=CC=2N(C(N1)=O)C=CN2)(C)C (7-(1-((2-(trimethylsilyl)ethoxy)methyl)-1H-pyrazol-4-yl)imidazo[1,2-c]pyrimidin-5(6H)-one). As a reaction SMILES: Cl[C:2]1[NH:7][C:6](=[O:8])[N:5]2[CH:9]=[CH:10][N:11]=[C:4]2[CH:3]=1.CC1(C)C(C)(C)OB([C:20]2[CH:21]=[N:22][N:23]([CH2:25][O:26][CH2:27][CH2:28][Si:29]([CH3:32])([CH3:31])[CH3:30])[CH:24]=2)O1.[O-]P([O-])([O-])=O.[K+].[K+].[K+].CC(C1C=C(C(C)C)C(C2C=CC=CC=2P(C2CCCCC2)C2CCCCC2)=C(C(C)C)C=1)C>CCOC(C)=O.C1C=CC(/C=C/C(/C=C/C2C=CC=CC=2)=O)=CC=1.C1C=CC(/C=C/C(/C=C/C2C=CC=CC=2)=O)=CC=1.C1C=CC(/C=C/C(/C=C/C2C=CC=CC=2)=O)=CC=1.[Pd].[Pd].CCOCC>[CH3:30][Si:29]([CH3:32])([CH3:31])[CH2:28][CH2:27][O:26][CH2:25][N:23]1[CH:24]=[C:20]([C:2]2[NH:7][C:6](=[O:8])[N:5]3[CH:9]=[CH:10][N:11]=[C:4]3[CH:3]=2)[CH:21]=[N:22]1 |f:2.3.4.5,8.9.10.11.12|. Reactants: ClC1=CC=2N(C(N1)=O)C=CN2 (7-chloroimidazo[1,2-c]pyrimidin-5(6H)-one), CC1(OB(OC1(C)C)C=1C=NN(C1)COCC[Si](C)(C)C)C (4-(4,4,5,5-tetramethyl-1,3,2-dioxaborolan-2-yl)-1-((2-(trimethylsilyl)ethoxy)methyl)-1H-pyrazole), [O-]P(=O)([O-])[O-].[K+].[K+].[K+] (K3PO4), CC(C)C1=CC(=C(C(=C1)C(C)C)C2=C(C=CC=C2)P(C3CCCCC3)C4CCCCC4)C(C)C (XPHOS). Yield: 75.9%. Run in CCOC(=O)C (EtOAc), CCOCC (Et2O). Starting materials: C(#N)CCC1CN(CCO1)CC1=CC=CC=C1 (2-(2-cyanoethyl)-4-benzylmorpholine). Reagents/catalysts: [Ni] (Raney nickel). Solvent: C(C)O (ethanol), O.N (ammonia water). Yields the product NCCCC1CN(CCO1)CC1=CC=CC=C1 (2-(3-aminopropyl)-4-benzylmorpholine). Yield: 86.0%. RXN SMILES: [C:1]([CH2:3][CH2:4][CH:5]1[O:10][CH2:9][CH2:8][N:7]([CH2:11][C:12]2[CH:17]=[CH:16][CH:15]=[CH:14][CH:13]=2)[CH2:6]1)#[N:2]>C(O)C.O.N.[Ni]>[NH2:2][CH2:1][CH2:3][CH2:4][CH:5]1[O:10][CH2:9][CH2:8][N:7]([CH2:11][C:12]2[CH:17]=[CH:16][CH:15]=[CH:14][CH:13]=2)[CH2:6]1 |f:2.3|. Procedure details: A solution of 2-(2-cyanoethyl)-4-benzylmorpholine (8 g) in a mixture of ethanol (60 ml) and 28% ammonia water (4 ml) is hydrogenated over Raney nickel at 25° C. After the calculated amount of hydrogen is absorbed, the catalyst is filtered off. The filtrate is evaporated under reduced pressure to give the title compound (7 g) as an oil. The reactants are O.NN (hydrazine hydrate), C(C)(=O)OCC.CCCCCC (ethyl acetate hexane), ClC=1C=C(C=CC1SC)C(C(=O)O)=O (2-(3-chloro-4-(methylthio)phenyl)-2-oxoacetic acid), [OH-].[K+] (KOH). The solvent is O (water), C(C)(=O)OCC (ethyl acetate). Reaction conditions: time 1 hour. Product: ClC=1C=C(C=CC1SC)CC(=O)O (2-(3-chloro-4-(methylthio)phenyl)acetic acid). Isolated yield 92.3%. As a reaction SMILES: O.NN.[Cl:4][C:5]1[CH:6]=[C:7]([C:13](=O)[C:14]([OH:16])=[O:15])[CH:8]=[CH:9][C:10]=1[S:11][CH3:12].[OH-].[K+].C(OCC)(=O)C.CCCCCC>O.C(OCC)(=O)C>[Cl:4][C:5]1[CH:6]=[C:7]([CH2:13][C:14]([OH:16])=[O:15])[CH:8]=[CH:9][C:10]=1[S:11][CH3:12] |f:0.1,3.4,5.6|. Procedure details: To hydrazine hydrate (10 g, 5 eq) cooled at −50° C., 2-(3-chloro-4-(methylthio)phenyl)-2-oxoacetic acid (10 g, 0.04 mol) was added. The contents were initially warmed to room temperature and slowly heated to 80° C. Then KOH (5.59 g, 2.3 eq) was added portion wise at 80° C. and the overall reaction mass was allowed to reflux for 12-16 h at the same temperature. Progress of the reaction was monitored by TLC (50% ethyl acetate/hexane, Rf˜0.4). On completion of the reaction, the reaction contents we...